describe an organic reaction: reactants, conditions, products, and yield From a dataset of the Open Reaction Database (ORD), a public repository of structured organic reaction records. The reactants are [N+](=O)([O-])C1=C(C=CC=C1C)C (2-nitro-meta-xylene), COC(N(C)C)OC (N,N-dimethylformamide dimethylacetal), CN(C=O)C (N,N-dimethylformamide), C[Si](C)(C)Cl (trimethylsilylchloride). The solvent is C(C)(=O)OCC (ethyl acetate), CO (methanol). The product is COC(CC1=C(C(=CC=C1)C)[N+](=O)[O-])OC (1-(2,2-Dimethoxyethyl)-3-methyl-2-nitrobenzene). The yield is 14.0%. As a reaction SMILES: [N+:1]([C:4]1[C:9]([CH3:10])=[CH:8][CH:7]=[CH:6][C:5]=1[CH3:11])([O-:3])=[O:2].[CH3:12][O:13][CH:14]([O:18][CH3:19])N(C)C.CN(C)C=O.C[Si](Cl)(C)C>C(OCC)(=O)C.CO>[CH3:12][O:13][CH:14]([O:18][CH3:19])[CH2:11][C:5]1[CH:6]=[CH:7][CH:8]=[C:9]([CH3:10])[C:4]=1[N+:1]([O-:3])=[O:2]. Procedure details: Combine 2-nitro-meta-xylene (5 mL, 0.037 mol), N,N-dimethylformamide dimethylacetal (5.4 mL, 1.1 eq) and N,N-dimethylformamide (60 mL) in a flask and reflux under nitrogen for 2 days. Let cool to room temperature then concentrate to approximately one-half volume. Add methanol (40 mL) and trimethylsilylchloride (6.6 mL, 1.4 eq). Reflux overnight. Dilute with ethyl acetate after cooling to room temperature then extract with saturated sodium bicarbonate followed by brine. Dry over magnesium sulfate... Starting materials: COC1=C(C=CC(=N1)C1=NN=C2N1CCC[C@]2(OC2=CC(=C(C(=C2)F)F)F)C(C)(C)O)N2C=NC(=C2)C (2-{(8R)-3-[6-methoxy-5-(4-methyl-1H-imidazol-1-yl)pyridin-2-yl]-8-(3,4,5-trifluorophenoxy)-5,6,7,8-tetrahydro[1,2,4]triazolo[4,3-a]pyridin-8-yl}propan-2-ol), P(O)(O)(O)=O (phosphoric acid). Isolated yield 93.5%. Run in CC(C)O (2-propanol), CC(C)O (2-propanol). RXN SMILES: [CH3:1][O:2][C:3]1[N:8]=[C:7]([C:9]2[N:13]3[CH2:14][CH2:15][CH2:16][C@@:17]([C:28]([OH:31])([CH3:30])[CH3:29])([O:18][C:19]4[CH:24]=[C:23]([F:25])[C:22]([F:26])=[C:21]([F:27])[CH:20]=4)[C:12]3=[N:11][N:10]=2)[CH:6]=[CH:5][C:4]=1[N:32]1[CH:36]=[C:35]([CH3:37])[N:34]=[CH:33]1.[P:38](=O)([OH:41])([OH:40])[OH:39]>CC(O)C>[P:38]([O:31][C:28]([C@@:17]1([O:18][C:19]2[CH:24]=[C:23]([F:25])[C:22]([F:26])=[C:21]([F:27])[CH:20]=2)[CH2:16][CH2:15][CH2:14][N:13]2[C:9]([C:7]3[CH:6]=[CH:5][C:4]([N:32]4[CH:36]=[C:35]([CH3:37])[N:34]=[CH:33]4)=[C:3]([O:2][CH3:1])[N:8]=3)=[N:10][N:11]=[C:12]12)([CH3:30])[CH3:29])([OH:41])([OH:40])=[O:39]. The product is P(=O)(O)(O)OC(C)(C)[C@@]1(C=2N(CCC1)C(=NN2)C2=NC(=C(C=C2)N2C=NC(=C2)C)OC)OC2=CC(=C(C(=C2)F)F)F (2-{(8R)-3-[6-methoxy-5-(4-methyl-1H-imidazol-1-yl)pyridin-2-yl]-8-(3,4,5-trifluorophenoxy)-5,6,7,8-tetrahydro[1,2,4]triazolo[4,3-a]pyridin-8-yl}propan-2-ol monophosphate). Conditions: time 30 minute. Procedure details: To a mixture of 2-{(8R)-3-[6-methoxy-5-(4-methyl-1H-imidazol-1-yl)pyridin-2-yl]-8-(3,4,5-trifluorophenoxy)-5,6,7,8-tetrahydro[1,2,4]triazolo[4,3-a]pyridin-8-yl}propan-2-ol (1.0 g) in 2-propanol (4 mL) was added a mixture of phosphoric acid (0.27 g) in 2-propanol (2 mL) at 50° C., and the mixture was stirred for 30 min. To the reaction mixture was added IPE (6 mL) at 50° C., and the mixture was stirred for 30 min. To the reaction mixture was added IPE (2 mL) at room temperature, and the mixture w... The reactants are Cl (HCl), COC=1C=C(C=O)C=C(C1OC)OC (3,4,5-trimethoxybenzaldehyde), C(CC(=O)O)(=O)O (malonic acid), N1CCCCC1 (piperidine). Run in C(C)(=O)O (acetic acid). Yields the product COC=1C=C(C=CC(=O)O)C=C(C1OC)OC (3,4,5-trimethoxycinnamic acid). Yield: 88.0%. As a reaction SMILES: [CH3:1][O:2][C:3]1[CH:4]=[C:5]([CH:8]=[C:9]([O:13][CH3:14])[C:10]=1[O:11][CH3:12])[CH:6]=O.C(O)(=O)[CH2:16][C:17]([OH:19])=[O:18].N1CCCCC1.Cl>C(O)(=O)C>[CH3:1][O:2][C:3]1[CH:4]=[C:5]([CH:8]=[C:9]([O:13][CH3:14])[C:10]=1[O:11][CH3:12])[CH:6]=[CH:16][C:17]([OH:19])=[O:18]. Procedure: A mixture of 3,4,5-trimethoxybenzaldehyde (5.0 g, 0.025 mol), malonic acid (5.30 g, 0.050 mol), piperidine (4–8 mL) and acetic acid (25–35 mL) were taken in a 100 ml Erlenmeyer flask fitted with a loose funnel at the top. The flask was shaken well and placed inside a microwave oven and irradiated for 4–8 minutes in parts. The cooled mixture was poured into ice cold water and then acidified with 5% HCl. The precipitated yellow solid was filtered and recrystallized with aq. ethanol to afford 3,4,5... Starting materials: C(C)(C)(C)OC(=O)N1CCC(CC1)OC1=CC(=C(C=C1)CC(=O)O)OC(F)(F)F (4-(N-tert-butyloxycarbonyl-4-piperidinyloxy)-2-(trifluoromethoxy)phenylacetic acid), C(N)(=O)C1NCCN(C1)C1=C(C=CC=C1)C (2-carbamoyl-4-(2-methyl-phenyl)piperazine), C=1C=CC2=C(C1)N=NN2O (HOBT), C(CCl)Cl (EDC), CCN(C(C)C)C(C)C (DIEA). Run in CN(C)C=O (DMF). Reaction conditions: time 14 hour. Product: FC(OC1=C(C=CC(=C1)OC1CCN(CC1)C(=O)OC(C)(C)C)CC(=O)N1C(CN(CC1)C1=C(C=CC=C1)C)C(N)=O)(F)F (1-(2-trifluoromethoxy-4-(N-tert-butyoxycarbonyl-4-piperidinyloxy)phenylacetyl)-2-carbamoyl-4-(2-methylphenyl)piperazine). Reaction SMILES: [C:1]([O:5][C:6]([N:8]1[CH2:13][CH2:12][CH:11]([O:14][C:15]2[CH:20]=[CH:19][C:18]([CH2:21][C:22]([OH:24])=O)=[C:17]([O:25][C:26]([F:29])([F:28])[F:27])[CH:16]=2)[CH2:10][CH2:9]1)=[O:7])([CH3:4])([CH3:3])[CH3:2].[C:30]([CH:33]1[CH2:38][N:37]([C:39]2[CH:44]=[CH:43][CH:42]=[CH:41][C:40]=2[CH3:45])[CH2:36][CH2:35][NH:34]1)(=[O:32])[NH2:31].C1C=CC2N(O)N=NC=2C=1.C(Cl)CCl.CCN(C(C)C)C(C)C>CN(C=O)C>[F:29][C:26]([F:28])([F:27])[O:25][C:17]1[CH:16]=[C:15]([O:14][CH:11]2[CH2:12][CH2:13][N:8]([C:6]([O:5][C:1]([CH3:4])([CH3:3])[CH3:2])=[O:7])[CH2:9][CH2:10]2)[CH:20]=[CH:19][C:18]=1[CH2:21][C:22]([N:34]1[CH2:35][CH2:36][N:37]([C:39]2[CH:44]=[CH:43][CH:42]=[CH:41][C:40]=2[CH3:45])[CH2:38][CH:33]1[C:30](=[O:32])[NH2:31])=[O:24]. Procedure: To a stirred solution of 4-(N-tert-butyloxy-carbonyl-4-piperidinyloxy)-2-(trifluoromethoxy)phenylacetic acid (0.50 g, 1.15 mmol) from Step 9 above and 2-carbamoyl-4-(2-methyl-phenyl)piperazine (0.28 g, 1.1 mmol) from Step 4 of Example 1 in DMF (20 mL) was added HOBT (0.175 g, 1.15 mmol), EDC (0.53 g, 1.8 mmol), and DIEA (0.26 mL, 1.5 mmol). The solution was stirred at ambient temperature for 14 h and the solvent was removed under reduced pressure. The residue was partitioned between EtOAc (100 m... Reactants: Cl.COC=1C=C2C(=C(NC2=CC1OC)C)CCN1CCC(CC1)C1=CC=CC=C1 (5,6-Dimethoxy-2methyl-3-[2-(4-phenylpiperidino)ethyl]indole hydrochloride), Cl (hydrogen chloride), [OH-].[Na+] (sodium hydroxide), [Sn] (tin), Cl (hydrochloric acid), Cl (hydrogen chloride). Solvent: C(C)(=O)OCC (ethyl acetate), C(C)O (ethanol), C(C)(=O)OCC (ethyl acetate). The product is Cl.Cl.COC=1C=C2[C@@H]([C@@H](NC2=CC1OC)C)CCN1CCC(CC1)C1=CC=CC=C1 (cis-5,6,-dimethoxy-2-methyl-3-[2-(4-phenylpiperidino)ethyl]indoline dihydrochloride). RXN SMILES: [ClH:1].[CH3:2][O:3][C:4]1[CH:5]=[C:6]2[C:10](=[CH:11][C:12]=1[O:13][CH3:14])[NH:9][C:8]([CH3:15])=[C:7]2[CH2:16][CH2:17][N:18]1[CH2:23][CH2:22][CH:21]([C:24]2[CH:29]=[CH:28][CH:27]=[CH:26][CH:25]=2)[CH2:20][CH2:19]1.[Sn].Cl.[OH-].[Na+]>C(OCC)(=O)C.C(O)C>[ClH:1].[ClH:1].[CH3:2][O:3][C:4]1[CH:5]=[C:6]2[C:10](=[CH:11][C:12]=1[O:13][CH3:14])[NH:9][C@@H:8]([CH3:15])[C@H:7]2[CH2:16][CH2:17][N:18]1[CH2:19][CH2:20][CH:21]([C:24]2[CH:29]=[CH:28][CH:27]=[CH:26][CH:25]=2)[CH2:22][CH2:23]1 |f:0.1,4.5,8.9.10,^3:29|. Reported procedure: A stirred mixture of 1.7 g. of the product of Example 3, 14.0 g. of mossy tin 35 ml. of ethanol and 28.0 ml. of concentrated hydrochloric acid is heated under reflux for 48 hours. The reaction mixture is poured into dilute aqueous sodium hydroxide. This mixture is filtered and the filter cake is extracted with ethyl acetate. The extract is dried over magnesium sulfate and the solvent is evaporated to give 1.12 g. of a brown tar. The tar is dissolved in ethyl acetate, then the solution is treated... Reactants: Cc1cc(C)c(C(C)(C)CC=O)c(OC(=O)CCCBr)c1, CC(C)=O, Cl, [K+], O=[Mn](=O)(=O)[O-], O. The product is Cc1cc(C)c(C(C)(C)CC(=O)O)c(OC(=O)CCCBr)c1. RXN SMILES: [Br:7][CH2:8][CH2:9][CH2:10][C:11](=[O:12])[O:13][c:14]1[c:15]([C:22]([CH2:23][CH:24]=[O:25])([CH3:26])[CH3:27])[c:16]([CH3:21])[cH:17][c:18]([CH3:20])[cH:19]1.[CH3:30][C:31](=[O:32])[CH3:33].[ClH:28].[K+:6].[Mn:1](=[O:2])([O-:3])(=[O:4])=[O:5].[OH2:29]>>[OH:2][C:24]([CH2:23][C:22]([c:15]1[c:14]([O:13][C:11]([CH2:10][CH2:9][CH2:8][Br:7])=[O:12])[cH:19][c:18]([CH3:20])[cH:17][c:16]1[CH3:21])([CH3:26])[CH3:27])=[O:25].